describe an organic reaction: reactants, conditions, products, and yield From a dataset of the Open Reaction Database (ORD), a public repository of structured organic reaction records. The reactants are BrCC1CC1, [Cl-], CCOC(=O)Cc1cc(Cl)c(OCC(F)(F)F)c(-c2ccc(C(F)(F)F)cc2)c1, [H-], [NH4+], [Na+], CN(C)C=O. The product is CCOC(=O)C(CC1CC1)c1cc(Cl)c(OCC(F)(F)F)c(-c2ccc(C(F)(F)F)cc2)c1. RXN SMILES: [CH:32]1([CH2:35][Br:36])[CH2:33][CH2:34]1.[Cl-:37].[Cl:1][c:2]1[cH:3][c:4]([CH2:24][C:25](=[O:26])[O:27][CH2:28][CH3:29])[cH:5][c:6](-[c:14]2[cH:15][cH:16][c:17]([C:20]([F:21])([F:22])[F:23])[cH:18][cH:19]2)[c:7]1[O:8][CH2:9][C:10]([F:11])([F:12])[F:13].[H-:31].[NH4+:38].[Na+:30].[O:39]=[CH:40][N:41]([CH3:42])[CH3:43]>>[Cl:1][c:2]1[cH:3][c:4]([CH:24]([C:25](=[O:26])[O:27][CH2:28][CH3:29])[CH2:35][CH:32]2[CH2:33][CH2:34]2)[cH:5][c:6](-[c:14]2[cH:15][cH:16][c:17]([C:20]([F:21])([F:22])[F:23])[cH:18][cH:19]2)[c:7]1[O:8][CH2:9][C:10]([F:11])([F:12])[F:13]. Starting materials: Cl.N1(CCCC1)CC(C)N1C2=CC=CC=C2SC=2C=CC(=CC12)C(=O)Cl (10-[(2RS)-1-(1-pyrrolidinyl)-2-propyl]-2-phenothiazinecarbonyl chloride hydrochloride), [N+](=O)([O-])C1=C(CN)C=CC=C1 (2-nitrobenzylamine). Solvent: ClCCl (dichloromethane). Yields the product [N+](=O)([O-])C1=C(CNC(=O)C2=CC=3N(C4=CC=CC=C4SC3C=C2)C(CN2CCCC2)C)C=CC=C1 (N-(2-nitrobenzyl)-10-[(2RS)-1-(1-pyrrolidinyl)-2-propyl]-2-phenothiazinecarboxamide). The yield is 36.9%. Reaction SMILES: Cl.[N:2]1([CH2:7][CH:8]([N:10]2[C:23]3[CH:22]=[C:21]([C:24](Cl)=[O:25])[CH:20]=[CH:19][C:18]=3[S:17][C:16]3[C:11]2=[CH:12][CH:13]=[CH:14][CH:15]=3)[CH3:9])[CH2:6][CH2:5][CH2:4][CH2:3]1.[N+:27]([C:30]1[CH:37]=[CH:36][CH:35]=[CH:34][C:31]=1[CH2:32][NH2:33])([O-:29])=[O:28]>ClCCl>[N+:27]([C:30]1[CH:37]=[CH:36][CH:35]=[CH:34][C:31]=1[CH2:32][NH:33][C:24]([C:21]1[CH:20]=[CH:19][C:18]2[S:17][C:16]3[C:11](=[CH:12][CH:13]=[CH:14][CH:15]=3)[N:10]([CH:8]([CH3:9])[CH2:7][N:2]3[CH2:6][CH2:5][CH2:4][CH2:3]3)[C:23]=2[CH:22]=1)=[O:25])([O-:29])=[O:28] |f:0.1|. Procedure: By working in a manner similar to that described in Example 103, but starting with 10-[(2RS)-1-(1-pyrrolidinyl)-2-propyl]-2-phenothiazinecarbonyl chloride hydrochloride (2.5 g) in dichloromethane (50 cc) and with 2-nitrobenzylamine (2.1 g), N-(2-nitrobenzyl)-10-[(2RS)-1-(1-pyrrolidinyl)-2-propyl]-2-phenothiazinecarboxamide (1.1 g) is obtained, after recrystallization in isopropyl ether, in the form of yellow crystals, m.p. 95° C.